The task is: describe an organic reaction: reactants, conditions, products, and yield. This data is from the Open Reaction Database (ORD), a public repository of structured organic reaction records. Starting materials: CCCCC1CC2C=CC(C2)C1=O, CC(C)O, [H][H]. Product: CCCCC1CC2CCC(C2)C1=O. As a reaction SMILES: [CH2:1]([CH2:2][CH2:3][CH3:4])[CH:5]1[C:6](=[O:13])[CH:7]2[CH:8]=[CH:9][CH:10]([CH2:11]1)[CH2:12]2.[CH:16]([OH:17])([CH3:18])[CH3:19].[H:14][H:15]>>[CH2:1]([CH2:2][CH2:3][CH3:4])[CH:5]1[C:6](=[O:13])[CH:7]2[CH2:8][CH2:9][CH:10]([CH2:11]1)[CH2:12]2. Reactants: Br, CC(=O)O, O=C(NCCCn1cnc2c(Cl)nc3ccccc3c21)OCc1ccccc1. Yields the product CC(=O)O, NCCCn1cnc2c(Cl)nc3ccccc3c21. As a reaction SMILES: [BrH:5].[C:1]([CH3:2])(=[O:3])[OH:4].[CH2:6]([O:7][C:8](=[O:9])[NH:16][CH2:17][CH2:18][CH2:19][n:20]1[cH:21][n:22][c:23]2[c:24]([Cl:33])[n:25][c:26]3[cH:27][cH:28][cH:29][cH:30][c:31]3[c:32]12)[c:10]1[cH:11][cH:12][cH:13][cH:14][cH:15]1>>[C:1]([CH3:2])(=[O:3])[OH:4].[NH2:16][CH2:17][CH2:18][CH2:19][n:20]1[cH:21][n:22][c:23]2[c:24]([Cl:33])[n:25][c:26]3[cH:27][cH:28][cH:29][cH:30][c:31]3[c:32]12. Starting materials: BrC=1C=C2C=C(N(C2=CC1)CC1=CC=C(C=C1)C)C(=O)OCC (Ethyl 5-bromo-1-(4-methylbenzyl)-1H-indole-2-carboxylate), CC=1C=C(C=CC1)B(O)O (3-methylphenylboronic acid). RXN SMILES: Br[C:2]1[CH:3]=[C:4]2[C:8](=[CH:9][CH:10]=1)[N:7]([CH2:11][C:12]1[CH:17]=[CH:16][C:15]([CH3:18])=[CH:14][CH:13]=1)[C:6]([C:19]([O:21][CH2:22][CH3:23])=[O:20])=[CH:5]2.[CH3:24][C:25]1[CH:26]=[C:27](B(O)O)[CH:28]=[CH:29][CH:30]=1>>[CH3:18][C:15]1[CH:16]=[CH:17][C:12]([CH2:11][N:7]2[C:8]3[C:4](=[CH:3][C:2]([C:29]4[CH:28]=[CH:27][CH:26]=[C:25]([CH3:24])[CH:30]=4)=[CH:10][CH:9]=3)[CH:5]=[C:6]2[C:19]([O:21][CH2:22][CH3:23])=[O:20])=[CH:13][CH:14]=1. Procedure details: The title compound was prepared from ethyl 5-bromo-1-(4-methylbenzyl)-1H-indole-2-Carboxylate (step 1 of Example 1) and 3-methylphenylboronic acid in substantially the same manner, as described in step 2 of Example 1. The product was obtained as a solid. Mass spectrum (ESI, [M+H]+) m/z 384. 1H NMR (400 MHz, DMSO-d6) δ 7.95 (s, 1H), 7.63 (d, 1H, J=7.70 Hz), 7.60 (d, 1H, J=8.47 Hz), 7.48 (s, 1H), 7.44 (d, 1H, J=7.95 Hz), 7.39 (s, 1H), 7.33 (t, 1H, J=7.63 Hz), 7.14 (d, 1H, J=7.49 Hz), 7.07 (d, 2H, ... The product is CC1=CC=C(CN2C(=CC3=CC(=CC=C23)C2=CC(=CC=C2)C)C(=O)OCC)C=C1 (Ethyl 1-(4-methylbenzyl)-5-(3-methylphenyl)-1H-indole-2-carboxylate). Starting materials: Cn1c(C(=O)O)cc2ccccc21, O=C(Cl)C(=O)Cl, ClCCl, COc1cc(-c2nn(C3CCC(N4CCN(C)CC4)CC3)c3ncnc(N)c23)ccc1N, CN(C)C=O, c1ccncc1. The product is COc1cc(-c2nn(C3CCC(N4CCN(C)CC4)CC3)c3ncnc(N)c23)ccc1NC(=O)c1cc2ccccc2n1C. As a reaction SMILES: [CH3:1][n:2]1[c:3]([C:11](=[O:12])[OH:13])[cH:4][c:5]2[cH:6][cH:7][cH:8][cH:9][c:10]12.[Cl:14][C:15]([C:16]([Cl:17])=[O:18])=[O:19].[Cl:57][CH2:58][Cl:59].[NH2:25][c:26]1[c:27]([O:55][CH3:56])[cH:28][c:29](-[c:32]2[n:33][n:34]([CH:42]3[CH2:43][CH2:44][CH:45]([N:48]4[CH2:49][CH2:50][N:51]([CH3:54])[CH2:52][CH2:53]4)[CH2:46][CH2:47]3)[c:35]3[n:36][cH:37][n:38][c:39]([NH2:41])[c:40]23)[cH:30][cH:31]1.[O:20]=[CH:21][N:22]([CH3:23])[CH3:24].[cH:60]1[cH:61][cH:62][n:63][cH:64][cH:65]1>>[CH3:1][n:2]1[c:3]([C:11](=[O:13])[NH:25][c:26]2[c:27]([O:55][CH3:56])[cH:28][c:29](-[c:32]3[n:33][n:34]([CH:42]4[CH2:43][CH2:44][CH:45]([N:48]5[CH2:49][CH2:50][N:51]([CH3:54])[CH2:52][CH2:53]5)[CH2:46][CH2:47]4)[c:35]4[n:36][cH:37][n:38][c:39]([NH2:41])[c:40]34)[cH:30][cH:31]2)[cH:4][c:5]2[cH:6][cH:7][cH:8][cH:9][c:10]12. Reactants: NC1=CC(=C(C(=O)OC)C=C1)OC (methyl 4-amino-2-methoxybenzoate), ClCCCS(=O)(=O)Cl (3-chloropropane-1-sulfonyl chloride). Yields the product O=S1(N(CCC1)C1=CC(=C(C(=O)O)C=C1)OC)=O (4-(1,1-dioxo-1λ6-isothiazolidin-2-yl)-2-methoxybenzoic acid). Reaction SMILES: [NH2:1][C:2]1[CH:11]=[CH:10][C:5]([C:6]([O:8]C)=[O:7])=[C:4]([O:12][CH3:13])[CH:3]=1.Cl[CH2:15][CH2:16][CH2:17][S:18](Cl)(=[O:20])=[O:19]>>[O:19]=[S:18]1(=[O:20])[CH2:17][CH2:16][CH2:15][N:1]1[C:2]1[CH:11]=[CH:10][C:5]([C:6]([OH:8])=[O:7])=[C:4]([O:12][CH3:13])[CH:3]=1. Procedure details: Using methyl 4-amino-2-methoxybenzoate (1.01 g) and 3-chloropropane-1-sulfonyl chloride (0.9 mL) and by the reaction and treatment in the same manner as in Preparation Example 16, the title compound (839 mg) was obtained. RXN SMILES: CC(C)([O-])C.[K+].ClC1C=CC(O[CH2:13][C:14]#[N:15])=CC=1.[CH3:18][N:19]([CH3:29])[C:20]1[CH:25]=[CH:24][C:23]([N+:26]([O-:28])=[O:27])=[CH:22][N:21]=1>CN(C)C=O>[CH3:18][N:19]([CH3:29])[C:20]1[N:21]=[C:22]([CH2:13][C:14]#[N:15])[C:23]([N+:26]([O-:28])=[O:27])=[CH:24][CH:25]=1 |f:0.1|. Reported procedure: To a stirred solution of potassium tert-butoxide (12.34 g, 110 mmol, 2.2 eq) in anhydrous dimethylformamide (100 mL) at -10° C. was added dropwise a solution of (4-chlorophenoxy)acetonitrile (9.22 g, 55 mmol, 1.1eq) and 2-dimethylamino-5-nitropyridine (Pfaltz and Bauer, Inc., 8.36 g, 50.0 mmol) in anhydrous dimethylformamide (50 mL). The resultant deep purple-colored solution was stirred at -10° C. under nitrogen for 1hour. Then an aqueous 5% HCL solution (85 mL) added dropwise to the reaction s... Run at temperature -10 celsius, time 1 hour. Product: CN(C1=CC=C(C(=N1)CC#N)[N+](=O)[O-])C ((6-Dimethylamino- 3-nitro-2-pyridyl)acetonitrile). Solvent: CN(C=O)C (dimethylformamide), CN(C=O)C (dimethylformamide). Yield: 83.4%. Starting materials: HCL solution, CC(C)([O-])C.[K+] (potassium tert-butoxide), ClC1=CC=C(OCC#N)C=C1 ((4-chlorophenoxy)acetonitrile), CN(C1=NC=C(C=C1)[N+](=O)[O-])C (2-dimethylamino-5-nitropyridine). The reactants are CCOC(=O)CN(CCNS(=O)(=O)c1ccccc1[N+](=O)[O-])C(=O)Cn1cc(C)c(=O)[nH]c1=O, C1CCOC1, Cl, [Li+], [OH-], O. The product is Cc1cn(CC(=O)N(CCNS(=O)(=O)c2ccccc2[N+](=O)[O-])CC(=O)O)c(=O)[nH]c1=O. RXN SMILES: [CH2:1]([CH3:2])[O:3][C:4]([CH2:5][N:6]([C:7]([CH2:8][n:9]1[c:10](=[O:11])[nH:12][c:13](=[O:14])[c:15]([CH3:16])[cH:17]1)=[O:18])[CH2:19][CH2:20][NH:21][S:22](=[O:23])(=[O:24])[c:25]1[c:26]([N+:31](=[O:32])[O-:33])[cH:27][cH:28][cH:29][cH:30]1)=[O:34].[CH2:38]1[O:39][CH2:40][CH2:41][CH2:42]1.[ClH:37].[Li+:35].[OH-:36].[OH2:43]>>[O:3]=[C:4]([CH2:5][N:6]([C:7]([CH2:8][n:9]1[c:10](=[O:11])[nH:12][c:13](=[O:14])[c:15]([CH3:16])[cH:17]1)=[O:18])[CH2:19][CH2:20][NH:21][S:22](=[O:23])(=[O:24])[c:25]1[c:26]([N+:31](=[O:32])[O-:33])[cH:27][cH:28][cH:29][cH:30]1)[OH:34]. The reactants are C(C)N1C(=NCC1)SC (1-ethyl-2-methylthioimidazoline), NC1=C(C(=O)O)C=C(C=C1)C(F)(F)F (2-amino-5-trifluoromethylbenzoic acid). Run in CC(=O)N(C)C (dimethylacetamide). The product is C(C)N1CCN2C1=NC1=CC=C(C=C1C2=O)C(F)(F)F (1-ethyl-7-trifluoromethyl-2,3-dihydro-imidazo[2.1-b]quinazolin-5(1H)-one). RXN SMILES: [CH2:1]([N:3]1[CH2:7][CH2:6][N:5]=[C:4]1SC)[CH3:2].[NH2:10][C:11]1[CH:19]=[CH:18][C:17]([C:20]([F:23])([F:22])[F:21])=[CH:16][C:12]=1[C:13](O)=[O:14]>CC(N(C)C)=O>[CH2:1]([N:3]1[C:4]2=[N:10][C:11]3[C:12]([C:13](=[O:14])[N:5]2[CH2:6][CH2:7]1)=[CH:16][C:17]([C:20]([F:21])([F:22])[F:23])=[CH:18][CH:19]=3)[CH3:2]. Reported procedure: A solution of 3.6 g. of 1-ethyl-2-methylthioimidazoline, 5.0 g. of 2-amino-5-trifluoromethylbenzoic acid and 50 ml. of dimethylacetamide is refluxed for 24 hours and then the reaction mixture concentrated in vacuo. The residue is dissolved in methylene chloride, washed first with 2 N sodium hydroxide solution and then with water, dried over magnesium sulfate, filtered and chromatographed on silica gel while eluding with methylene chloride to obtain 1-ethyl-7-trifluoromethyl-2,3-dihydro-imidazo[2... Reaction conditions: time 30 minute. Starting materials: ClC1=CC=C(C=C1)C(C(=O)OC(C)(C)C)C(CCC)C1=CC=C(C=C1)C(=O)NCCC(=O)OCC (tert-butyl 2-(4-chlorophenyl)-3-(4-{[(3-ethoxy-3-oxopropyl)amino]carbonyl}phenyl)hexanoate), C(=O)(C(F)(F)F)O (TFA). Product: ClC1=CC=C(C=C1)C(C(=O)O)C(CCC)C1=CC=C(C=C1)C(=O)NCCC(=O)OCC (2-(4-Chlorophenyl)-3-(4-{[(3-ethoxy-3-oxopropyl)amino]carbonyl}phenyl)hexanoic acid). Solvent: C(Cl)Cl (DCM). Procedure details: To a solution of the slower-eluting diastereomer of tert-butyl 2-(4-chlorophenyl)-3-(4-{[(3-ethoxy-3-oxopropyl)amino]carbonyl}phenyl)hexanoate (1.9 g, 3.8 mmol) in DCM (20 mL) at 0° C. was added TFA (20 mL) over 1 min. After being stirred for 30 minutes, the solution was concentrated to afford the title compound. After being dried on high vacuum overnight, the material was used directly for the next step. LC1 2.09 min. (M+H)+ 446. RXN SMILES: [Cl:1][C:2]1[CH:7]=[CH:6][C:5]([CH:8]([CH:16]([C:20]2[CH:25]=[CH:24][C:23]([C:26]([NH:28][CH2:29][CH2:30][C:31]([O:33][CH2:34][CH3:35])=[O:32])=[O:27])=[CH:22][CH:21]=2)[CH2:17][CH2:18][CH3:19])[C:9]([O:11]C(C)(C)C)=[O:10])=[CH:4][CH:3]=1.C(O)(C(F)(F)F)=O>C(Cl)Cl>[Cl:1][C:2]1[CH:7]=[CH:6][C:5]([CH:8]([CH:16]([C:20]2[CH:25]=[CH:24][C:23]([C:26]([NH:28][CH2:29][CH2:30][C:31]([O:33][CH2:34][CH3:35])=[O:32])=[O:27])=[CH:22][CH:21]=2)[CH2:17][CH2:18][CH3:19])[C:9]([OH:11])=[O:10])=[CH:4][CH:3]=1. The reactants are COC(=O)COc1ccc(F)c2nc(C(C)C)c(Cc3ccc(-n4cccn4)cc3)c(C)c12, Cl, [Li+], C1CCOC1, [OH-], O. Product: Cc1c(Cc2ccc(-n3cccn3)cc2)c(C(C)C)nc2c(F)ccc(OCC(=O)O)c12. Reaction SMILES: [CH3:1][O:2][C:3]([CH2:4][O:5][c:6]1[c:7]2[c:8]([CH3:32])[c:9]([CH2:20][c:21]3[cH:22][cH:23][c:24](-[n:27]4[n:28][cH:29][cH:30][cH:31]4)[cH:25][cH:26]3)[c:10]([CH:17]([CH3:18])[CH3:19])[n:11][c:12]2[c:13]([F:16])[cH:14][cH:15]1)=[O:33].[ClH:36].[Li+:34].[O:37]1[CH2:38][CH2:39][CH2:40][CH2:41]1.[OH-:35].[OH2:42]>>[O:2]=[C:3]([CH2:4][O:5][c:6]1[c:7]2[c:8]([CH3:32])[c:9]([CH2:20][c:21]3[cH:22][cH:23][c:24](-[n:27]4[n:28][cH:29][cH:30][cH:31]4)[cH:25][cH:26]3)[c:10]([CH:17]([CH3:18])[CH3:19])[n:11][c:12]2[c:13]([F:16])[cH:14][cH:15]1)[OH:33].